This data is from the Open Reaction Database (ORD), a public repository of structured organic reaction records. The task is: describe an organic reaction: reactants, conditions, products, and yield The reactants are [H-].[H-].[H-].[H-].[Li+].[Al+3] (LiAlH4), C(C)(C)(C)OC(N[C@H](CC1=CC=C(C=C1)OCC1=CC=CC=C1)C(N(C)OC)=O)=O ((R)-[2-(4-Benzyloxy-phenyl)-1-(methoxy-methyl-carbamoyl)-ethyl]-carbamic acid tert-butyl ester). The solvent is C1CCOC1 (THF). Conditions: time 1 hour. The product is C(C)(C)(C)OC(N[C@@H](C=O)CC1=CC=C(C=C1)OCC1=CC=CC=C1)=O ((R)-[1-(4-Benzyloxy-benzyl)-2-oxo-ethyl]-carbamic acid tert-butyl ester). The yield is 99.3%. RXN SMILES: [H-].[H-].[H-].[H-].[Li+].[Al+3].[C:7]([O:11][C:12](=[O:36])[NH:13][C@@H:14]([C:30](=[O:35])N(OC)C)[CH2:15][C:16]1[CH:21]=[CH:20][C:19]([O:22][CH2:23][C:24]2[CH:29]=[CH:28][CH:27]=[CH:26][CH:25]=2)=[CH:18][CH:17]=1)([CH3:10])([CH3:9])[CH3:8]>C1COCC1>[C:7]([O:11][C:12](=[O:36])[NH:13][C@H:14]([CH2:15][C:16]1[CH:17]=[CH:18][C:19]([O:22][CH2:23][C:24]2[CH:29]=[CH:28][CH:27]=[CH:26][CH:25]=2)=[CH:20][CH:21]=1)[CH:30]=[O:35])([CH3:10])([CH3:8])[CH3:9] |f:0.1.2.3.4.5|. Procedure: LiAlH4 (916 mg, 24.1 mmol) was added cautiously and portionwise during 15 min to a stirred solution of (R)-[2-(4-Benzyloxy-phenyl)-1-(methoxy-methyl-carbamoyl)-ethyl]-carbamic acid tert-butyl ester (10.00 g, 24.1 mmol) in THF (150 mL) at 0° C. under an atmosphere of argon. The ice-bath was removed and the mixture was stirred for 1 h, then poured onto a mixture of ice and KHSO4 (1M aqueous). When the ice had melted the product was extracted into EtOAc. The combined extracts were washed with brine... Reactants: O=CCCCCCOC(C)=O (oxohexylacetate), C(C)(C)(C)OOC(C)(C)C (Di-tertiary butyl peroxide), vinyl, C(C)(C)(CC)OOC(C)(C)CC (di-tertiary-amyl peroxide), C=1(C(=CC=CC1)C)C (xylene), alkenyl succinic anhydride, aromatic hydrocarbons, Peroxide, C(C)(C)(C)OOC(C)(C)C1=C(C=CC=C1)C(C)(C)OOC(C)(C)C (di-(tertiary-butyl peroxyisopropyl)benzene), azo, alkenyl succinic anhydride, anhydride, alkenyl succinic anhydride, anhydride. Product: CC(=C)C(=O)OC1C[C@H]2CC[C@@]1(C2(C)C)C (isobornyl methacrylate), alkenyl succinic anhydride. RXN SMILES: [C:1](OOC(C)(C)C)(C)([CH3:3])[CH3:2].C(OOC([C:20]1C=CC=[CH:22][C:21]=1[C:26]([O:29]OC(C)(C)C)(C)C)(C)C)(C)(C)C.C([O:40]OC(CC)(C)C)(CC)(C)C.O=CCCCCCOC(=O)C.[C:58]1([CH3:65])[C:59](C)=[CH:60][CH:61]=[CH:62][CH:63]=1>>[CH3:22][C:21]([C:26]([O:29][CH:59]1[C@@:58]2([CH3:65])[C:1]([CH3:3])([CH3:2])[C@H:61]([CH2:62][CH2:63]2)[CH2:60]1)=[O:40])=[CH2:20]. Procedure details: The anhydride-functional polymers which are useful in the practice of this invention will have an average of at least two anhydride groups per molecule and are prepared by polymerizing a monomer mixture comprising the alkenyl succinic anhydride and at least one (meth)acrylic monomer under free radical addition polymerization conditions. Polymerizing under free radical addition polymerization conditions means that the monomers are reacted in the presence of a free radical source at a temperature ...